Dataset: the Open Reaction Database (ORD), a public repository of structured organic reaction records. Task: describe an organic reaction: reactants, conditions, products, and yield The reactants are C(C)(C)C1=NN=C2N1C=C(C=C2)SC2=C(CN)C=CC=C2 (2-(3-Isopropyl-[1,2,4]triazolo[4,3-a]pyridin-6-ylsulfanyl)-benzylamine), N1=CC=CC=C1 (pyridine), ClC(=O)OC1=CC=CC=C1 (phenyl chloroformate), compound. Run in ClCCl (dichloromethane). Run at time 20 minute. Product: C1(=CC=CC=C1)OC(NCC1=C(C=CC=C1)SC=1C=CC=2N(C1)C(=NN2)C(C)C)=O ([2-(3-Isopropyl-[1,2,4]triazolo[4,3-a]pyridin-6-ylsulfanyl)-benzyl]-carbamic acid phenyl ester). Reaction SMILES: [CH:1]([C:4]1[N:8]2[CH:9]=[C:10]([S:13][C:14]3[CH:21]=[CH:20][CH:19]=[CH:18][C:15]=3[CH2:16][NH2:17])[CH:11]=[CH:12][C:7]2=[N:6][N:5]=1)([CH3:3])[CH3:2].N1C=CC=CC=1.Cl[C:29]([O:31][C:32]1[CH:37]=[CH:36][CH:35]=[CH:34][CH:33]=1)=[O:30]>ClCCl>[C:32]1([O:31][C:29](=[O:30])[NH:17][CH2:16][C:15]2[CH:18]=[CH:19][CH:20]=[CH:21][C:14]=2[S:13][C:10]2[CH:11]=[CH:12][C:7]3[N:8]([C:4]([CH:1]([CH3:3])[CH3:2])=[N:5][N:6]=3)[CH:9]=2)[CH:37]=[CH:36][CH:35]=[CH:34][CH:33]=1. Procedure: To a solution of 2-(3-Isopropyl-[1,2,4]triazolo[4,3-a]pyridin-6-ylsulfanyl)-benzylamine (417 mg, 1.4 mmol) in dichloromethane (14 mL) at ambient temperature under nitrogen was added pyridine (226 μL, 2.8 mmol) and phenyl chloroformate (192 μL, 1.5 mmol). The reaction was stirred for 20 minutes, then quenched with saturated NaHCO3. The reaction mixture was extracted with dichloromethane, the combined organics washed with brine, dried over sodium sulfate, and concentrated in vacuo. Purification by... Reactants: Cl.BrC1=CC=NC=C1 (4-Bromopyridine hydrochloride), C([O-])([O-])=O.[K+].[K+] (potassium carbonate), C(CCC)[Li] (butyllithium), CCCCCC (hexane), [Cl-].[Na+] (sodium chloride), [C@@H]12[C@@H](CCCC1)C(=O)OC2=O (cis-1,2-cyclohexanedicarboxylic anhydride). Run in O (water), C(C)OCC (diethyl ether), O1CCCC1 (tetrahydrofuran). Conditions: temperature -78 celsius, time 1 hour. Yields the product N1=CC=C(C=C1)C(=O)[C@@H]1[C@@H](CCCC1)C(=O)O (cis-2-(4-pyridylcarbonyl)cyclohexanecarboxylic acid). Reaction SMILES: Cl.Br[C:3]1[CH:8]=[CH:7][N:6]=[CH:5][CH:4]=1.C(=O)([O-])[O-].[K+].[K+].[Cl-].[Na+].C([Li])CCC.CCCCCC.[C@@H:28]12[C:37](=[O:38])[O:36][C:34](=[O:35])[C@@H:29]1[CH2:30][CH2:31][CH2:32][CH2:33]2>O.C(OCC)C.O1CCCC1>[N:6]1[CH:7]=[CH:8][C:3]([C:37]([C@H:28]2[CH2:33][CH2:32][CH2:31][CH2:30][C@H:29]2[C:34]([OH:36])=[O:35])=[O:38])=[CH:4][CH:5]=1 |f:0.1,2.3.4,5.6|. Procedure details: 4-Bromopyridine hydrochloride (10.05 g, 51.8 mmol) was treated with potassium carbonate (7.15 g, 51.8 mmol) in water (50 mL), and the resulting solution was saturated with sodium chloride. The 4-bromopyridine free base was extracted with diethyl ether, and the solution was stored under N2 over 3 angstrom molecular sieves for 1 h. The 4-bromopyridine solution was slowly transferred by cannula to a stirred solution of 2.5 M butyllithium in hexane (21.2 mmL, 53 mmol) in anhydrous diethyl ether (100... Starting materials: [BH-](OC(=O)C)(OC(=O)C)OC(=O)C.[Na+] (NaBH(OAc)3), C(=O)(O)[O-].[Na+] (NaHCO3), C(=O)(OC(C)(C)C)N1CCNCC1 (N-Boc-piperazine), C(C)OC1=C(C=O)C=CC(=C1OCC)OCC (2,3,4-triethoxybenzaldehyde). The reagents and catalysts are C(C)(=O)O (acetic acid). The solvent is ClCCl (dichloromethane). Reaction conditions: temperature 20 celsius, time 12 hour. Yields the product C(C)(C)(C)OC(=O)N1CCN(CC1)CC1=C(C(=C(C=C1)OCC)OCC)OCC (N-(tert-butyloxycarbonyl)-N′-(2,3,4-triethoxybenzyl) piperazine). As a reaction SMILES: [C:1]([N:8]1[CH2:13][CH2:12][NH:11][CH2:10][CH2:9]1)([O:3][C:4]([CH3:7])([CH3:6])[CH3:5])=[O:2].[CH2:14]([O:16][C:17]1[C:24]([O:25][CH2:26][CH3:27])=[C:23]([O:28][CH2:29][CH3:30])[CH:22]=[CH:21][C:18]=1[CH:19]=O)[CH3:15].[BH-](OC(C)=O)(OC(C)=O)OC(C)=O.[Na+].C([O-])(O)=O.[Na+]>ClCCl.C(O)(=O)C>[C:4]([O:3][C:1]([N:8]1[CH2:9][CH2:10][N:11]([CH2:19][C:18]2[CH:21]=[CH:22][C:23]([O:28][CH2:29][CH3:30])=[C:24]([O:25][CH2:26][CH3:27])[C:17]=2[O:16][CH2:14][CH3:15])[CH2:12][CH2:13]1)=[O:2])([CH3:7])([CH3:6])[CH3:5] |f:2.3,4.5|. Reported procedure: The synthesis is carried out in argon condition. 1.1 g (5.9 mmol) of N-Boc-piperazine and 1.40 g (5.9 mmol) of 2,3,4-triethoxybenzaldehyde are mixed in 25 ml of dry dichloromethane. After dissolution 2 drops of acetic acid is added, then 2.12 g (10 mmol) of NaBH(OAc)3 is added and the mixture is stirred for 12 h at 20° C. Then 10 ml of 5% NaHCO3 aqueous solution is added dropwise with care to the reaction mixture. The organic layer is separated, washed with 5% Na2CO3 solution, dried over sodium ... Reactants: C(C)OC(=O)C=1NN=C(C1)CCC (5-propyl-2H-pyrazole-3-carboxylic acid ethyl ester), ClC=1C=C(CBr)C=CC1Cl (3,4-dichlorobenzyl bromide), ClC=1C=C(CN2N=C(C=C2C(=O)O)CCC)C=CC1Cl (2-(3,4-dichlorobenzyl)-5-propyl-2H-pyrazole-3-carboxylic acid), NC=1SC=CN1 (2-aminothiazole). The product is ClC=1C=C(CN2N=C(C=C2C(=O)O)CCC)C=CC1Cl (2-(3,4-Dichlorobenzyl)-5-propyl-2H-pyrazole-3-carboxylic acid), S1C(=NC=C1)NC(=O)C=1N(N=C(C1)CCC)CC1=CC(=C(C=C1)Cl)Cl (2-(3,4-dichlorobenzyl)-5-propyl-2H-pyrazole-3-carboxylic acid thiazol-2-ylamide). As a reaction SMILES: C(OC(C1NN=C(CCC)C=1)=O)C.ClC1C=C(C=CC=1Cl)CBr.[Cl:24][C:25]1[CH:26]=[C:27]([CH:40]=[CH:41][C:42]=1[Cl:43])[CH2:28][N:29]1[C:33]([C:34]([OH:36])=[O:35])=[CH:32][C:31]([CH2:37][CH2:38][CH3:39])=[N:30]1.[NH2:44][C:45]1[S:46][CH:47]=[CH:48][N:49]=1>>[Cl:24][C:25]1[CH:26]=[C:27]([CH:40]=[CH:41][C:42]=1[Cl:43])[CH2:28][N:29]1[C:33]([C:34]([OH:36])=[O:35])=[CH:32][C:31]([CH2:37][CH2:38][CH3:39])=[N:30]1.[S:46]1[CH:47]=[CH:48][N:49]=[C:45]1[NH:44][C:34]([C:33]1[N:29]([CH2:28][C:27]2[CH:40]=[CH:41][C:42]([Cl:43])=[C:25]([Cl:24])[CH:26]=2)[N:30]=[C:31]([CH2:37][CH2:38][CH3:39])[CH:32]=1)=[O:36]. Procedure: 2-(3,4-Dichlorobenzyl)-5-propyl-2H-pyrazole-3-carboxylic acid (0.84 g) was prepared from 5-propyl-2H-pyrazole-3-carboxylic acid ethyl ester (0.91 g, 5.0 mmol) and 3,4-dichlorobenzyl bromide (1.32 g, 5.5 mmol) following the general procedures D and E. 2-(3,4-dichlorobenzyl)-5-propyl-2H-pyrazole-3-carboxylic acid thiazol-2-ylamide (63 mg) was prepared from 2-(3,4-dichlorobenzyl)-5-propyl-2H-pyrazole-3-carboxylic acid (78 mg, 0.25 mmol) and 2-aminothiazole (25 mg, 0.25 mmol) following the general p... Reactants: CC(C)(C)OC(=O)N1CCc2ncn(Cc3ccc(-n4cc(Cl)ccc4=O)nc3)c2C1c1ccc(C#N)cc1, CCOC(C)=O. Yields the product N#Cc1ccc(C2NCCc3ncn(Cc4ccc(-n5cc(Cl)ccc5=O)nc4)c32)cc1. As a reaction SMILES: [C:1]([O:2][C:3](=[O:4])[N:8]1[CH:9]([c:32]2[cH:33][cH:34][c:35]([C:38]#[N:39])[cH:36][cH:37]2)[c:10]2[c:11]([n:14][cH:15][n:16]2[CH2:17][c:18]2[cH:19][cH:20][c:21](-[n:24]3[c:25](=[O:31])[cH:26][cH:27][c:28]([Cl:30])[cH:29]3)[n:22][cH:23]2)[CH2:12][CH2:13]1)([CH3:5])([CH3:6])[CH3:7].[CH3:40][CH2:41][O:42][C:43]([CH3:44])=[O:45]>>[NH:8]1[CH:9]([c:32]2[cH:33][cH:34][c:35]([C:38]#[N:39])[cH:36][cH:37]2)[c:10]2[c:11]([n:14][cH:15][n:16]2[CH2:17][c:18]2[cH:19][cH:20][c:21](-[n:24]3[c:25](=[O:31])[cH:26][cH:27][c:28]([Cl:30])[cH:29]3)[n:22][cH:23]2)[CH2:12][CH2:13]1. RXN SMILES: [CH3:19][N:20]([C:21](=[O:22])[Cl:23])[c:24]1[cH:25][cH:26][cH:27][cH:28][cH:29]1.[Cl:1][c:2]1[cH:3][cH:4][c:5]([NH:8][C:9]([NH:10][c:11]2[cH:12][cH:13][c:14]([OH:17])[cH:15][cH:16]2)=[O:18])[cH:6][cH:7]1>>[Cl:1][c:2]1[cH:3][cH:4][c:5]([NH:8][C:9]([NH:10][c:11]2[cH:12][cH:13][c:14]([O:17][C:21]([N:20]([CH3:19])[c:24]3[cH:25][cH:26][cH:27][cH:28][cH:29]3)=[O:22])[cH:15][cH:16]2)=[O:18])[cH:6][cH:7]1. The reactants are CN(C(=O)Cl)c1ccccc1, O=C(Nc1ccc(O)cc1)Nc1ccc(Cl)cc1. Product: CN(C(=O)Oc1ccc(NC(=O)Nc2ccc(Cl)cc2)cc1)c1ccccc1. The reactants are CC=1C=C(C(=O)O)C=CC1B1OC(C(O1)(C)C)(C)C (3-methyl-4-(4,4,5,5-tetramethyl-1,3,2-dioxaborolan-2-yl)benzoic acid), CO (MeOH), S(=O)(Cl)Cl (thionyl chloride). Reaction conditions: time 4 hour. Yields the product CC=1C=C(C(=O)OC)C=CC1B1OC(C(O1)(C)C)(C)C (methyl 3-methyl-4-(4,4,5,5-tetramethyl-1,3,2-dioxaborolan-2-yl)benzoate). The yield is 89.0%. RXN SMILES: [CH3:1][C:2]1[CH:3]=[C:4]([CH:8]=[CH:9][C:10]=1[B:11]1[O:15][C:14]([CH3:17])([CH3:16])[C:13]([CH3:19])([CH3:18])[O:12]1)[C:5]([OH:7])=[O:6].S(Cl)(Cl)=O.[CH3:24]O>>[CH3:1][C:2]1[CH:3]=[C:4]([CH:8]=[CH:9][C:10]=1[B:11]1[O:15][C:14]([CH3:17])([CH3:16])[C:13]([CH3:19])([CH3:18])[O:12]1)[C:5]([O:7][CH3:24])=[O:6]. Reported procedure: To a suspension of 3-methyl-4-(4,4,5,5-tetramethyl-1,3,2-dioxaborolan-2-yl)benzoic acid (Synthech BC3558-001, 800 mg; 3.05 mmol; 1 eq.) in MeOH (16 mL) was added dropwise thionyl chloride (0.89 mL; 12.2 mmol; 4 eq.) and the reaction mixture was stirred at room temperature for 4 hours. The solvent evaporated in vacuo and the crude residue was diluted with Ethyl acetate (20 mL). The organic layer was washed with a sat. aq. NaHCO3 (5 mL), water (5 mL) and brine (5 mL), dried over magnesium sulfate ... Starting materials: C(C)C1=NC=2C(=NC(=CC2C)C)N1CC1=CC2=C(NC3=C(CC2)C=CC=C3)C=C1 (2-(2-Ethyl-5,7-dimethyl-3H-imidazo[4,5-b]pyridin-3-yl)methyl-10,11-dihydro-5H-dibenzo[b,f]azepine), [C-]#N.[K+] (potassium cyanide), C=O (paraformaldehyde), [OH-].[Na+] (sodium hydroxide), ice. Solvent: C(C)(=O)O (acetic acid), ClCCl (dichloromethane). Run at time 24 hour. Product: C(#N)CN1C2=C(CCC3=C1C=CC=C3)C=C(C=C2)CN2C(=NC=3C2=NC(=CC3C)C)CC (5-cyanomethyl-2-(2-ethyl-5,7-dimethyl-3H-imidazo[4,5-b]pyridin-3-yl)methyl-10,11-dihydro-5H-dibenzo[b,f]azepine). Yield: 63.8%. As a reaction SMILES: [CH2:1]([C:3]1[N:13]([CH2:14][C:15]2[CH:29]=[CH:28][C:18]3[NH:19][C:20]4[CH:27]=[CH:26][CH:25]=[CH:24][C:21]=4[CH2:22][CH2:23][C:17]=3[CH:16]=2)[C:6]2=[N:7][C:8]([CH3:12])=[CH:9][C:10]([CH3:11])=[C:5]2[N:4]=1)[CH3:2].[C-:30]#[N:31].[K+].[CH2:33]=O.[OH-].[Na+]>C(O)(=O)C.ClCCl>[C:30]([CH2:33][N:19]1[C:20]2[CH:27]=[CH:26][CH:25]=[CH:24][C:21]=2[CH2:22][CH2:23][C:17]2[CH:16]=[C:15]([CH2:14][N:13]3[C:6]4=[N:7][C:8]([CH3:12])=[CH:9][C:10]([CH3:11])=[C:5]4[N:4]=[C:3]3[CH2:1][CH3:2])[CH:29]=[CH:28][C:18]1=2)#[N:31] |f:1.2,4.5|. Reported procedure: [step 2] 2-(2-Ethyl-5,7-dimethyl-3H-imidazo[4,5-b]pyridin-3-yl)methyl-10,11-dihydro-5H-dibenzo[b,f]azepine (55.4 g, 145 mmol) obtained in step 1 was dissolved in acetic acid (500 mL) and the solution was added with potassium cyanide (11 g, 169 mmol) and paraformaldehyde (4.6 g, 152 mmol) at 10° C., followed by stirring at room temperature for 24 hr. The mixture was added to a mixed solution of 10 mol/L aqueous sodium hydroxide solution (900 mL), ice (1 L) and dichloromethane (1 L). The organic l...